Dataset: the Open Reaction Database (ORD), a public repository of structured organic reaction records. Task: describe an organic reaction: reactants, conditions, products, and yield The reactants are Cl (Hydrogen chloride), IC=1C=C(C#N)C=CC1 (3-iodobenzonitrile), C(C)O (ethanol), resultant solution. Yields the product Cl.IC=1C=C(C(OCC)=N)C=CC1 (Ethyl 3-Iodobenzimidate hydrochloride). Reaction SMILES: [ClH:1].[I:2][C:3]1[CH:4]=[C:5]([CH:8]=[CH:9][CH:10]=1)[C:6]#[N:7].[CH2:11]([OH:13])[CH3:12]>>[ClH:1].[I:2][C:3]1[CH:4]=[C:5]([CH:8]=[CH:9][CH:10]=1)[C:6](=[NH:7])[O:13][CH2:11][CH3:12] |f:3.4|. Reported procedure: Hydrogen chloride gas was bubbled into a solution of 3-iodobenzonitrile (2.00 g, 8.73 mmol) in 20 mL of absolute ethanol for 30 min at room temperature. The resultant solution was kept at room temperature for 48 h, and was then concentrated under reduced pressure. The residue was triturated with diethyl ether, collected and dried in vacuo to afford the product as a white powder. The reactants are Flavonoid, Flavonoids, COC=1C=CC2=C(C1)NC3=C2CCN4[C@@H]3C[C@H]5[C@@H](C4)C[C@H]([C@@H]([C@H]5C(=O)OC)OC)OC(=O)C=6C=C(C(=C(C6)OC)OC)OC (Reserpine), CO[C@H]1CC=2C(=CC(=CC2O[C@@H]1C=3C=CC(=C(C3)O)O)O)O (Meciadanol), C(C(=O)O)N (Glyzin), Flavonoids, Meshal, Abu-Jayyab, COC=1C=CC2=C(C1)NC3=C2CCN4[C@@H]3C[C@H]5[C@@H](C4)C[C@H]([C@@H]([C@H]5C(=O)OC)OC)OC(=O)C=6C=C(C(=C(C6)OC)OC)OC (Reserpine), Apigenin 7,4'-Di-O-Methyl Ether, Flavonoids, Flavonoids, Flavonoid, C(C(=O)O)N (Glyzin), Flavonoid, N[C@@H](CC1=CNC=N1)C(=O)O (Histidine), C1=CC(=C(C=C1C2=CC(=O)C3=C(O2)C(=C(C=C3O)O)O[C@H]4[C@@H]([C@H]([C@@H]([C@H](O4)CO)O)O)O)O)O (Hypolaetin-8-glucoside), Flavonoids, O1C(=CC(=O)C2=CC=CC=C12)C1=CC=CC=C1 (Flavone), COC=1C=CC2=C(C1)NC3=C2CCN4[C@@H]3C[C@H]5[C@@H](C4)C[C@H]([C@@H]([C@H]5C(=O)OC)OC)OC(=O)C=6C=C(C(=C(C6)OC)OC)OC (Reserpine). The product is C1=CC(=CC=C1C2=C(C(=O)C=3C(=CC(=CC3O2)O)O)O)O (Kaempferol), O1C(=CC(=O)C2=CC=CC=C12)C1=CC=CC=C1 (Flavone). RXN SMILES: [O:1]1[C:11]2[C:6](=[CH:7][CH:8]=[CH:9][CH:10]=2)[C:4](=[O:5])[CH:3]=[C:2]1[C:12]1[CH:17]=[CH:16][CH:15]=[CH:14][CH:13]=1.C(N)C(O)=O.COC1C=CC2C3CCN4C[C@H]5C[C@@H](OC(C6C=C(OC)C(OC)=C(OC)C=6)=O)[C@H](OC)[C@@H](C(OC)=O)[C@H]5C[C@@H]4C=3NC=2C=1.C1C(C2OC3C(O[C@@H]4O[C@H](CO)[C@@H](O)[C@H](O)[C@H]4O)=C(O)C=C(O)C=3C(=O)C=2)=CC(O)=C(O)C=1.C[O:101][C@@H:102]1[C@@H:111]([C:112]2[CH:113]=[CH:114][C:115]([OH:119])=[C:116](O)[CH:117]=2)[O:110][C:109]2[CH:108]=[C:107]([OH:120])[CH:106]=[C:105]([OH:121])[C:104]=2[CH2:103]1.N[C@H](C(O)=O)CC1N=CNC=1>>[CH:113]1[C:112]([C:111]2[O:110][C:109]3[CH:108]=[C:107]([OH:120])[CH:106]=[C:105]([OH:121])[C:104]=3[C:103](=[O:1])[C:102]=2[OH:101])=[CH:117][CH:116]=[C:115]([OH:119])[CH:114]=1.[O:1]1[C:11]2[C:6](=[CH:7][CH:8]=[CH:9][CH:10]=2)[C:4](=[O:5])[CH:3]=[C:2]1[C:12]1[CH:17]=[CH:16][CH:15]=[CH:14][CH:13]=1. Procedure details: The following references disclose certain compounds related to flavone having various effects on the gastrointestinal system; some are disclosed to have anti-ulcer activity: Belgian Patent No. 888,982 of Fabrica Espanola de Productos Quimicos y Farmaceutics, S. A., published Sep. 16, 1981; Japanese Patent No. 70-24111 of Taisho Pharmaceutical Co., Ltd., published Nov. 10, 1972; Japanese Patent No. 72-32888 of Taisho Pharmaceutical Co., Ltd., published Dec. 15, 1973; Japanese Patent No. 72-032889... The reactants are [BH4-], CC(=O)N1CCC(c2nsc(Nc3ncc(Oc4ccc(C=O)cc4)cc3Sc3ccccc3Cl)n2)CC1, CO, CCOC(C)=O, [Cl-], [NH4+], [Na+]. The product is CC(=O)N1CCC(c2nsc(Nc3ncc(Oc4ccc(CO)cc4)cc3Sc3ccccc3Cl)n2)CC1. RXN SMILES: [BH4-:41].[C:1]([CH3:2])(=[O:3])[N:4]1[CH2:5][CH2:6][CH:7]([c:10]2[n:11][s:12][c:13]([NH:15][c:16]3[c:17]([S:31][c:32]4[c:33]([Cl:38])[cH:34][cH:35][cH:36][cH:37]4)[cH:18][c:19]([O:22][c:23]4[cH:24][cH:25][c:26]([CH:27]=[O:28])[cH:29][cH:30]4)[cH:20][n:21]3)[n:14]2)[CH2:8][CH2:9]1.[CH3:39][OH:40].[CH3:45][CH2:46][O:47][C:48]([CH3:49])=[O:50].[Cl-:43].[NH4+:44].[Na+:42]>>[C:1]([CH3:2])(=[O:3])[N:4]1[CH2:5][CH2:6][CH:7]([c:10]2[n:11][s:12][c:13]([NH:15][c:16]3[c:17]([S:31][c:32]4[c:33]([Cl:38])[cH:34][cH:35][cH:36][cH:37]4)[cH:18][c:19]([O:22][c:23]4[cH:24][cH:25][c:26]([CH2:27][OH:28])[cH:29][cH:30]4)[cH:20][n:21]3)[n:14]2)[CH2:8][CH2:9]1. Reactants: N=C=N (carbodiimide), C(C(CO)(CO)N)O (trisamine), C(=O)(C(F)(F)F)O (TFA), C(C)(C)(C)OC(=O)NC(=S)NC(=O)OC(C)(C)C (N,N′-bis(tert-butoxycarbonyl)thiourea), NC1=C(C(=NO1)C)C (5-amino-3,4-dimethylisoxazole). The solvent is ClCCl (dichloromethane), ClCCCl (1,2-dichloroethane), ClCCCl (1,2-dichloroethane), ClCCCl (1,2-dichloroethane). Conditions: temperature 50 celsius, time 36 hour. The product is CC1=NOC(=C1C)NC(=N)N (N-(3,4-dimethylisoxazol-5-yl)guanidine). Reaction SMILES: [NH:1]=[C:2]=[NH:3].C(OC(NC(NC(OC(C)(C)C)=O)=S)=O)(C)(C)C.[NH2:22][C:23]1[O:27][N:26]=[C:25]([CH3:28])[C:24]=1[CH3:29].C(O)C(N)(CO)CO.C(O)(C(F)(F)F)=O>ClCCCl.ClCCl>[CH3:28][C:25]1[C:24]([CH3:29])=[C:23]([NH:22][C:2]([NH2:3])=[NH:1])[O:27][N:26]=1. Procedure: To PS-carbodiimide resin (Argonaut Technologies) (1.069 g, 1.71 mmol, 1.6 mmol/g) placed in a 20 mL vial was added anhydrous 1,2-dichloroethane (6.0 mL), N,N′-bis(tert-butoxycarbonyl)thiourea (235 mg, 0.85 mmol) in anhydrous 1,2-dichloroethane (2.0 mL), and 5-amino-3,4-dimethylisoxazole (63.9 mg, 0.57 mmol) solution or dispersion in anhydrous 1,2-dichloroethane (1.0 mL). The reaction mixture was shaken at 50° C. until the reaction completed, typically for 36 hours. The reaction mixture was broug... The reactants are CNN, CO, S=C1CN=C(c2ccccc2)c2cc(Cl)ccc2N1. Yields the product CN(N)C1=Nc2ccc(Cl)cc2C(c2ccccc2)=NC1. Reaction SMILES: [CH3:20][NH:21][NH2:22].[CH3:23][OH:24].[Cl:1][c:2]1[cH:3][cH:4][c:5]2[c:6]([cH:19]1)[C:7]([c:13]1[cH:14][cH:15][cH:16][cH:17][cH:18]1)=[N:8][CH2:9][C:10](=[S:12])[NH:11]2>>[Cl:1][c:2]1[cH:3][cH:4][c:5]2[c:6]([cH:19]1)[C:7]([c:13]1[cH:14][cH:15][cH:16][cH:17][cH:18]1)=[N:8][CH2:9][C:10]([N:21]([CH3:20])[NH2:22])=[N:11]2.